From a dataset of the Open Reaction Database (ORD), a public repository of structured organic reaction records. describe an organic reaction: reactants, conditions, products, and yield Run in C1CCOC1 (THF). Starting materials: FC(OC1=CC=C(C(=O)Cl)C=C1)(F)F (4-Trifluoromethoxybenzoyl chloride), N[C@@](C#N)(CN1N=C2C(N=CC(=C2)Br)=C1)C ((R)-2-amino-3-(6-bromo-pyrazolo[4,3-b]pyridin-2-yl)-2-methyl-propionitrile), TEA. Conditions: temperature 0 celsius, time 4 hour. RXN SMILES: [F:1][C:2]([F:14])([F:13])[O:3][C:4]1[CH:12]=[CH:11][C:7]([C:8](Cl)=[O:9])=[CH:6][CH:5]=1.[NH2:15][C@:16]([CH3:30])([CH2:19][N:20]1[CH:29]=[C:23]2[N:24]=[CH:25][C:26]([Br:28])=[CH:27][C:22]2=[N:21]1)[C:17]#[N:18]>C1COCC1>[Br:28][C:26]1[CH:25]=[N:24][C:23]2=[CH:29][N:20]([CH2:19][C@@:16]([NH:15][C:8](=[O:9])[C:7]3[CH:11]=[CH:12][C:4]([O:3][C:2]([F:14])([F:13])[F:1])=[CH:5][CH:6]=3)([C:17]#[N:18])[CH3:30])[N:21]=[C:22]2[CH:27]=1. Procedure: 4-Trifluoromethoxybenzoyl chloride (14.5 mL) was added at around 0° C. to a cold solution of (R)-2-amino-3-(6-bromo-pyrazolo[4,3-b]pyridin-2-yl)-2-methyl-propionitrile (23.4 g, 95% ee) in dry THF (600 mL) mixed with TEA (13.4 mL). The reaction mixture was stirred for around 4 hours at around 0° C. The cold reaction mixture was then filtered through a short plug of Celite® and basic alumina and solvent evaporated under reduced pressure. The resulting residue was triturated with DCM to afford a so... Product: BrC1=CC=2C(N=C1)=CN(N2)C[C@](C)(C#N)NC(C2=CC=C(C=C2)OC(F)(F)F)=O ((R)-(+)-N-[2-(6-Bromo-2H-pyrazolo[4,3-b]pyridin-2-yl)-1-cyano-1-methylethyl]-4-trifluoromethoxybenzamide). Reactants: CNC(=O)NC (1,3-dimethylurea), P(OC1=CC=CC=C1)(OC1=CC=CC=C1)OC1=CC=CC=C1 (triphenyl phosphite), CCCC=S (3-methylthiopropionaldehyde), C1(=CC=CC=C1)C (toluene), 31P. Solvent: 100g. Product: CN(C(=O)NC)C(CCSC)P(O)(O)=O (1-(1,3-Dimethylureido)-3-(methylthio)propylphosphonic acid). RXN SMILES: [CH3:1][NH:2][C:3]([NH:5][CH3:6])=[O:4].[P:7]([O:22]C1C=CC=CC=1)([O:15]C1C=CC=CC=1)[O:8]C1C=CC=CC=1.C[CH2:30][CH2:31][CH:32]=[S:33].[C:34]1(C)C=CC=CC=1>>[CH3:1][N:2]([CH:30]([P:7](=[O:8])([OH:15])[OH:22])[CH2:31][CH2:32][S:33][CH3:34])[C:3]([NH:5][CH3:6])=[O:4]. Procedure: When a mixture of 0.5 mole each of 1,3-dimethylurea, triphenyl phosphite, and 3-methylthiopropionaldehyde in 100g of toluene is warmed to 75°, a reaction is initiated and the temperature increases rapidly to 120°. After further warming at 105° for 1 hr, the resulting yellow solution has a 31P nmr signal only at -28.2 ppm. After the solvent and most of the byproduct phenol are removed by stripping to 110°/1mm, one-third of the residue is dissolved in 75ml of acetonitrile and 10g of water, and thi... The reactants are CCO, CC(=O)OC(C)=O, COc1ccc(-c2nc(N)n3nc(-c4ccco4)nc3n2)cc1. Product: COc1ccc(-c2nc(NC(C)=O)n3nc(-c4ccco4)nc3n2)cc1. As a reaction SMILES: [CH3:24][CH2:25][OH:26].[CH3:27][C:28]([O:29][C:30](=[O:31])[CH3:32])=[O:33].[NH2:1][c:2]1[n:3][c:4](-[c:16]2[cH:17][cH:18][c:19]([O:22][CH3:23])[cH:20][cH:21]2)[n:5][c:6]2[n:7]1[n:8][c:9](-[c:11]1[o:12][cH:13][cH:14][cH:15]1)[n:10]2>>[NH:1]([c:2]1[n:3][c:4](-[c:16]2[cH:17][cH:18][c:19]([O:22][CH3:23])[cH:20][cH:21]2)[n:5][c:6]2[n:7]1[n:8][c:9](-[c:11]1[o:12][cH:13][cH:14][cH:15]1)[n:10]2)[C:25]([CH3:24])=[O:26]. Reactants: ClC1=CC=C(C=C1)N1N=C(C(C=C1)=O)C(\C=C\N(C)C)=O (1-(4-Chloro-phenyl)-3-((E)-3-dimethylamino-acryloyl)-1H-pyridazin-4-one), FC1=C(C=CC=C1)NN (2-fluoro-phenylhydrazine). The product is ClC1=CC=C(C=C1)N1N=C(C(C=C1)=O)C=1N(N=CC1)C1=C(C=CC=C1)F (1-(4-Chloro-phenyl)-3-[2-(2-fluoro-phenyl)-2H-pyrazol-3-yl]-1H-pyridazin-4-one). Reaction SMILES: [Cl:1][C:2]1[CH:7]=[CH:6][C:5]([N:8]2[CH:13]=[CH:12][C:11](=[O:14])[C:10]([C:15](=O)/[CH:16]=[CH:17]/[N:18](C)C)=[N:9]2)=[CH:4][CH:3]=1.[F:22][C:23]1[CH:28]=[CH:27][CH:26]=[CH:25][C:24]=1[NH:29]N>>[Cl:1][C:2]1[CH:3]=[CH:4][C:5]([N:8]2[CH:13]=[CH:12][C:11](=[O:14])[C:10]([C:15]3[N:29]([C:24]4[CH:25]=[CH:26][CH:27]=[CH:28][C:23]=4[F:22])[N:18]=[CH:17][CH:16]=3)=[N:9]2)=[CH:6][CH:7]=1. Reported procedure: The product was obtained starting from 1-(4-Chloro-phenyl)-3-((E)-3-dimethylamino-acryloyl)-1H-pyridazin-4-one (A-24) and 2-fluoro-phenylhydrazine according to the method described for example 1. MS: M=367.1 (M+H)+ Reactants: FC(CO)(F)F (2,2,2-trifluoroethanol), [H-].[Na+] (sodium hydride), [Cl-].[Na+] (sodium chloride), CS(=O)(=O)Cl (methanesulfonyl chloride), C(C)(C)(C)OC(=O)N1CC2C(C1)O2 (1-t-butoxycarbonyl-3,4-epoxypyrrolidine). Run in O (water), O (water). Conditions: time 20 minute. Product: C(C)(C)(C)OC(=O)N1CC(C(C1)OS(=O)(=O)C)OCC(F)(F)F (1-t-butoxycarbonyl-3-(2,2,2-trifluoroethoxy)-4-methylsulfonyloxypyrrolidine). Reaction SMILES: [H-].[Na+].[F:3][C:4]([F:8])([F:7])[CH2:5][OH:6].[C:9]([O:13][C:14]([N:16]1[CH2:20][CH:19]2[O:21][CH:18]2[CH2:17]1)=[O:15])([CH3:12])([CH3:11])[CH3:10].[Cl-].[Na+].[CH3:24][S:25](Cl)(=[O:27])=[O:26]>O>[C:9]([O:13][C:14]([N:16]1[CH2:20][CH:19]([O:21][S:25]([CH3:24])(=[O:27])=[O:26])[CH:18]([O:6][CH2:5][C:4]([F:8])([F:7])[F:3])[CH2:17]1)=[O:15])([CH3:12])([CH3:11])[CH3:10] |f:0.1,4.5|. Procedure details: 1.08 g (0.027 mole) of a 60% w/w dispersion of sodium hydride in mineral oil was added, whilst cooling with water, to 15 ml of 2,2,2-trifluoroethanol, and the mixture was stirred for 20 minutes. At the end of this time, 5.0 g (0.027 mole) of 1-t-butoxycarbonyl-3,4-epoxypyrrolidine were added to the mixture, which was then heated under reflux for 3 hours. The reaction mixture was then mixed with a saturated aqueous solution of sodium chloride and extracted with ethyl acetate. The organic extract ...